From a dataset of the Open Reaction Database (ORD), a public repository of structured organic reaction records. describe an organic reaction: reactants, conditions, products, and yield Reactants: C(O)C(C(=O)O)(C)CO (2,2-bis(methylol)propionic acid), 15, C(C)O (ethanol). The product is C(O)C(C(=O)OCC)(C)CO (Ethyl 2,2-bis(methylol)propionate), liquid. Yield: 86.0%. Reaction SMILES: [CH2:1]([C:3]([CH2:8][OH:9])([CH3:7])[C:4]([OH:6])=[O:5])[OH:2].[CH2:10](O)[CH3:11]>>[CH2:1]([C:3]([CH2:8][OH:9])([CH3:7])[C:4]([O:6][CH2:10][CH3:11])=[O:5])[OH:2]. Procedure: 2,2-bis(methylol)propionic acid (bis-MPA) (22.1 g, 0.165 mol) was added in ethanol (150 mL) with Amberlyst-15 (6.8 g) and refluxed overnight. The resins were then filtered out and the filtrate was evaporated. Methylene chloride (200 mL) was added to the resulting viscous liquid to filter the unreacted reagent and by-products. The solution was dried over Mg504, filtered, and the solvent was removed in vacuo. Ethyl 2,2-bis(methylol)propionate was obtained as a clear and colorless liquid (21.1 g, 8... Reactants: CC(C)(C)OC(=O)Nc1ccc(-c2cc3c(cnn3C3CCCCO3)cc2OCc2ccccc2)cn1, CCO, CCOC(C)=O. The product is CC(C)(C)OC(=O)Nc1ccc(-c2cc3c(cnn3C3CCCCO3)cc2O)cn1. RXN SMILES: [CH2:1]([c:2]1[cH:3][cH:4][cH:5][cH:6][cH:7]1)[O:8][c:9]1[cH:10][c:11]2[cH:12][n:13][n:14]([CH:32]3[O:33][CH2:34][CH2:35][CH2:36][CH2:37]3)[c:15]2[cH:16][c:17]1-[c:18]1[cH:19][cH:20][c:21]([NH:24][C:25]([O:26][C:27]([CH3:28])([CH3:29])[CH3:30])=[O:31])[n:22][cH:23]1.[CH3:38][CH2:39][OH:40].[CH3:41][CH2:42][O:43][C:44]([CH3:45])=[O:46]>>[OH:8][c:9]1[cH:10][c:11]2[cH:12][n:13][n:14]([CH:32]3[O:33][CH2:34][CH2:35][CH2:36][CH2:37]3)[c:15]2[cH:16][c:17]1-[c:18]1[cH:19][cH:20][c:21]([NH:24][C:25]([O:26][C:27]([CH3:28])([CH3:29])[CH3:30])=[O:31])[n:22][cH:23]1. Reactants: CCCC1CC(=O)C2=C(C1)NC(C)=C(C(=O)NC(C)c1ccc(OC)cc1)C2c1cc(Br)c(O)c(OCC)c1, O=C(O)C(F)(F)F. Yields the product CCCC1CC(=O)C2=C(C1)NC(C)=C(C#N)C2c1cc(Br)c(O)c(OCC)c1. RXN SMILES: [CH3:1][O:2][c:3]1[cH:4][cH:5][c:6]([CH:7]([CH3:9])[NH:11][C:12](=[O:8])[C:14]2=[C:15]([CH3:39])[NH:16][C:17]3=[C:22]([C:21](=[O:35])[CH2:20][CH:19]([CH2:36][CH2:37][CH3:38])[CH2:18]3)[CH:23]2[c:24]2[cH:25][c:26]([Br:34])[c:27]([OH:33])[c:28]([O:30][CH2:31][CH3:32])[cH:29]2)[cH:10][cH:13]1.[F:40][C:41]([F:42])([F:43])[C:44]([OH:45])=[O:46]>>[N:11]#[C:12][C:14]1=[C:15]([CH3:39])[NH:16][C:17]2=[C:22]([C:21](=[O:35])[CH2:20][CH:19]([CH2:36][CH2:37][CH3:38])[CH2:18]2)[CH:23]1[c:24]1[cH:25][c:26]([Br:34])[c:27]([OH:33])[c:28]([O:30][CH2:31][CH3:32])[cH:29]1. Reactants: CCO (EtOH), [N+](=O)([O-])C1=CC=C(C=C1)N1CCC(CC1)NC(OC(C)(C)C)=O (tert-Butyl (1-(4-nitrophenyl)piperidin-4-yl)carbamate), [H][H] (hydrogen). Reagents/catalysts: [Pd] (Pd/C). The solvent is CCOC(=O)C (EtOAc), CCOC(=O)C (EtOAc), CN(C)C=O (DMF). Reaction conditions: time 18 hour. Yields the product NC1=CC=C(C=C1)N1CCC(CC1)NC(OC(C)(C)C)=O (tert-Butyl (1-(4-aminophenyl)piperidin-4-yl)carbamate). As a reaction SMILES: [N+:1]([C:4]1[CH:9]=[CH:8][C:7]([N:10]2[CH2:15][CH2:14][CH:13]([NH:16][C:17](=[O:23])[O:18][C:19]([CH3:22])([CH3:21])[CH3:20])[CH2:12][CH2:11]2)=[CH:6][CH:5]=1)([O-])=O.CCO.[H][H]>CN(C=O)C.CCOC(C)=O.[Pd]>[NH2:1][C:4]1[CH:9]=[CH:8][C:7]([N:10]2[CH2:15][CH2:14][CH:13]([NH:16][C:17](=[O:23])[O:18][C:19]([CH3:21])([CH3:20])[CH3:22])[CH2:12][CH2:11]2)=[CH:6][CH:5]=1. Reported procedure: tert-Butyl (1-(4-nitrophenyl)piperidin-4-yl)carbamate (I74) (1.038 g, 3.230 mmol) was dissolved in dry DMF (15 mL), EtOAc (15 mL) and absolute EtOH (15 mL) under an atmosphere of nitrogen. 10% Pd/C (0.200 g) in EtOAc (5 mL) was added to the solution and the atmosphere was changed to hydrogen gas (balloon). The reaction was sealed with balloon and stirred at room temperature for 18 hours. The catalyst was removed by filtration through celite, which was washed with EtOAc (5×10 mL). The solvent was... Reactants: FC(C(=O)O)(F)F (trifluoroacetic acid), C(C)(C)(C)OC(=O)N1CCC(CC1)C(NC1=CC=C(C=C1)C(C)C)=O (4-(4-Isopropyl-phenylcarbamoyl)-piperidine-1-carboxylic acid tert-butyl ester), FC(C(=O)O)(F)F (trifluoroacetic acid). Run in C(Cl)Cl (methylene chloride). Run at time 12 hour. Product: C(C)(C)C1=CC=C(C=C1)NC(=O)C1CCNCC1 (piperidine-4-carboxylic acid (4-isopropyl-phenyl)-amide). Yield: 83.7%. Reaction SMILES: C(OC([N:8]1[CH2:13][CH2:12][CH:11]([C:14](=[O:25])[NH:15][C:16]2[CH:21]=[CH:20][C:19]([CH:22]([CH3:24])[CH3:23])=[CH:18][CH:17]=2)[CH2:10][CH2:9]1)=O)(C)(C)C.FC(F)(F)C(O)=O>C(Cl)Cl>[CH:22]([C:19]1[CH:18]=[CH:17][C:16]([NH:15][C:14]([CH:11]2[CH2:12][CH2:13][NH:8][CH2:9][CH2:10]2)=[O:25])=[CH:21][CH:20]=1)([CH3:24])[CH3:23]. Reported procedure: 4-(4-Isopropyl-phenylcarbamoyl)-piperidine-1-carboxylic acid tert-butyl ester (1.68 g) was dissolved in methylene chloride (50 ml), trifluoroacetic acid (2.75 g) was added at 0° C. and under an argon atmosphere and the mixture was stirred for 12 h at RT. Further trifluoroacetic acid (1.1 g) was added and stirring was continued for 1.5 h to complete the reaction. The reaction mixture was partitioned between methylene chloride and aqueous 1M NaOH, the layers were separated and the aqueous layer wa... Conditions: time 5 hour. The yield is 25.0%. As a reaction SMILES: [CH:1]([O-:6])([O-])[O:2][CH2:3][CH3:4].[C:7]([C:15]1[CH:19]=[C:18]([CH3:20])[N:17]([CH:21]([CH3:24])C=O)[C:16]=1[CH3:25])(=[O:14])[C:8]1[CH:13]=[CH:12][CH:11]=[CH:10][CH:9]=1.[CH3:26][CH2:27]OCC>S(=O)(=O)(O)O>[CH2:26]([O:6][CH:1]([O:2][CH2:3][CH3:4])[CH:21]([N:17]1[C:18]([CH3:20])=[CH:19][C:15]([C:7](=[O:14])[C:8]2[CH:9]=[CH:10][CH:11]=[CH:12][CH:13]=2)=[C:16]1[CH3:25])[CH3:24])[CH3:27]. Yields the product C(C)OC(C(C)N1C(=C(C=C1C)C(C1=CC=CC=C1)=O)C)OCC (2-(3-benzoyl-2,5-dimethylpyrrol-1-yl)propionaldehyde diethyl acetal). The reactants are C(OCC)([O-])[O-] (Ethyl orthoformate), C(C1=CC=CC=C1)(=O)C1=C(N(C(=C1)C)C(C=O)C)C (2-(3-benzoyl-2,5-dimethylpyrrol-1-yl)propionaldehyde), CCOCC (Ether). Procedure details: Ethyl orthoformate (2 ml) and one drop of conc. sulfuric acid were added to 257 mg (1.0 mmole) of 2-(3-benzoyl-2,5-dimethylpyrrol-1-yl)propionaldehyde, and the reaction was performed at room temperature for 5 hours. Ether was added, and the organic layer was washed with water, dried, concentrated and chromatographed on a column of silica gel to afford compound (904) (82 mg, 0.25 mmole, 25%). The reagents and catalysts are S(O)(O)(=O)=O (sulfuric acid). Reactants: O=C1CCC(=O)N1Br, O=C(O)c1cccc(C(=O)O)c1, O=S(=O)(O)O. Product: O=C(O)c1cc(Br)cc(C(=O)O)c1. As a reaction SMILES: [Br:13][N:14]1[C:15](=[O:16])[CH2:17][CH2:18][C:19]1=[O:20].[OH:1][C:2](=[O:3])[c:4]1[cH:5][cH:6][cH:7][c:8]([C:10]([OH:11])=[O:12])[cH:9]1.[S:21](=[O:22])(=[O:23])([OH:24])[OH:25]>>[OH:1][C:2](=[O:3])[c:4]1[cH:5][c:6]([Br:13])[cH:7][c:8]([C:10]([OH:11])=[O:12])[cH:9]1.